Dataset: the Open Reaction Database (ORD), a public repository of structured organic reaction records. Task: describe an organic reaction: reactants, conditions, products, and yield Starting materials: CC(=O)OI1(C=2C=CC=CC2C(=O)O1)(OC(=O)C)OC(=O)C (Dess-Martin Periodinane), FC1=CC=C(C=C1)N1C(C2=CC=C(C=C2C=C1CCCCC(=O)OC(C)(C)C)CO)=O (tert-butyl 5-(2-(4-fluorophenyl)-6-(hydroxymethyl)-1-oxo-1,2-dihydroisoquinolin-3-yl)pentanoate). Solvent: ClCCl (dichloromethane), ClCCl (dichloromethane), [O-]S(=O)(=S)[O-].[Na+].[Na+] (Na2S2O3). Conditions: time 2 hour. Product: FC1=CC=C(C=C1)N1C(C2=CC=C(C=C2C=C1CCCCC(=O)OC(C)(C)C)C=O)=O (tert-butyl 5-(2-(4-fluorophenyl)-6-formyl-1-oxo-1,2-dihydroisoquinolin-3-yl)pentanoate). The yield is 98.6%. As a reaction SMILES: CC(OI1(OC(C)=O)(OC(C)=O)OC(=O)C2C=CC=CC1=2)=O.[F:23][C:24]1[CH:29]=[CH:28][C:27]([N:30]2[C:39]([CH2:40][CH2:41][CH2:42][CH2:43][C:44]([O:46][C:47]([CH3:50])([CH3:49])[CH3:48])=[O:45])=[CH:38][C:37]3[C:32](=[CH:33][CH:34]=[C:35]([CH2:51][OH:52])[CH:36]=3)[C:31]2=[O:53])=[CH:26][CH:25]=1>ClCCl.[O-]S([O-])(=S)=O.[Na+].[Na+]>[F:23][C:24]1[CH:29]=[CH:28][C:27]([N:30]2[C:39]([CH2:40][CH2:41][CH2:42][CH2:43][C:44]([O:46][C:47]([CH3:48])([CH3:50])[CH3:49])=[O:45])=[CH:38][C:37]3[C:32](=[CH:33][CH:34]=[C:35]([CH:51]=[O:52])[CH:36]=3)[C:31]2=[O:53])=[CH:26][CH:25]=1 |f:3.4.5|. Reported procedure: Dess-Martin Periodinane (1296 mg, 3.06 mmol) was added to a stirred, room temperature mixture of tert-butyl 5-(2-(4-fluorophenyl)-6-(hydroxymethyl)-1-oxo-1,2-dihydroisoquinolin-3-yl)pentanoate (650 mg, 1.528 mmol) in dichloromethane (15 mL), and the mixture was stirred at room temperature for 2 h. The mixture was diluted with dichloromethane (20 mL), Na2S2O3 saturated (20 mL) was added, stirred at room temperature for 20 min, the aqueous layer was extracted once more with dichloromethane (15 mL)...